From a dataset of the Open Reaction Database (ORD), a public repository of structured organic reaction records. describe an organic reaction: reactants, conditions, products, and yield Reactants: N#CCc1ccc(B(O)O)cc1, CC(C)(C)NS(=O)(=O)c1ccc(Br)s1, O=C([O-])[O-], Cc1ccccc1, CCO, [Na+], [Na+], O. The product is CC(C)(C)NS(=O)(=O)c1ccc(-c2ccc(CC#N)cc2)s1. As a reaction SMILES: [C:15](#[N:16])[CH2:17][c:18]1[cH:19][cH:20][c:21]([B:24]([OH:25])[OH:26])[cH:22][cH:23]1.[C:1]([CH3:2])([CH3:3])([CH3:4])[NH:5][S:6](=[O:7])(=[O:8])[c:9]1[s:10][c:11]([Br:14])[cH:12][cH:13]1.[C:27](=[O:28])([O-:29])[O-:30].[CH3:34][c:35]1[cH:36][cH:37][cH:38][cH:39][cH:40]1.[CH3:41][CH2:42][OH:43].[Na+:31].[Na+:32].[OH2:33]>>[C:1]([CH3:2])([CH3:3])([CH3:4])[NH:5][S:6](=[O:7])(=[O:8])[c:9]1[s:10][c:11](-[c:21]2[cH:20][cH:19][c:18]([CH2:17][C:15]#[N:16])[cH:23][cH:22]2)[cH:12][cH:13]1. Starting materials: [OH-].[Na+] (sodium hyroxide), C(=O)(O)CCN(C1=CC=C(C=C1)Cl)CCCOC1=CC=C(C(=O)OC)C=C1 (Methyl 4-[3-[N-(2-carboxyethyl)-N-(4-chlorophenyl)amino]propoxy]benzoate), Cl (hydrochloric acid). Run in O (water), CO (methanol). Reaction conditions: temperature 60 celsius, time 23 hour. The product is C(=O)(O)CCN(C1=CC=C(C=C1)Cl)CCCOC1=CC=C(C(=O)O)C=C1 (4-[3-[N-(2-Carboxyethyl)-N-(4-chlorophenyl)amino]propoxy]benzoic acid). Isolated yield 65.9%. RXN SMILES: [C:1]([CH2:4][CH2:5][N:6]([CH2:14][CH2:15][CH2:16][O:17][C:18]1[CH:27]=[CH:26][C:21]([C:22]([O:24]C)=[O:23])=[CH:20][CH:19]=1)[C:7]1[CH:12]=[CH:11][C:10]([Cl:13])=[CH:9][CH:8]=1)([OH:3])=[O:2].[OH-].[Na+].Cl>CO.O>[C:1]([CH2:4][CH2:5][N:6]([CH2:14][CH2:15][CH2:16][O:17][C:18]1[CH:19]=[CH:20][C:21]([C:22]([OH:24])=[O:23])=[CH:26][CH:27]=1)[C:7]1[CH:8]=[CH:9][C:10]([Cl:13])=[CH:11][CH:12]=1)([OH:3])=[O:2] |f:1.2|. Procedure details: Methyl 4-[3-[N-(2-carboxyethyl)-N-(4-chlorophenyl)amino]propoxy]benzoate (1.37 g) was dissolved in methanol (20 ml) and thereto was added a solution of sodium hyroxide (0.42 g) in water (4 ml), and the mixture was heated with stirring at 60° C. for 23 hours. After the reaction mixture was cooled, a neutralizing amount of conc. hydrochloric acid was added thereto, then, concentrated under reduced pressure. The residue was allowed to stand in water (pH; about 4.5) and the resulting crystal was col...